From a dataset of the Open Reaction Database (ORD), a public repository of structured organic reaction records. describe an organic reaction: reactants, conditions, products, and yield Reactants: COC(C)(C)C, CI, C[Si](C)(C)[N-][Si](C)(C)C, [Cl-], [Li+], [NH4+], O=C1CCC2(CC1)OCCO2, CN(C)C=O. The product is CC1CC2(CCC1=O)OCCO2. Reaction SMILES: [C:31]([O:32][CH3:33])([CH3:34])([CH3:35])[CH3:36].[CH3:22][I:23].[CH3:2][Si:3]([N-:4][Si:5]([CH3:6])([CH3:7])[CH3:8])([CH3:9])[CH3:10].[Cl-:24].[Li+:1].[NH4+:25].[O:11]1[CH2:12][CH2:13][O:14][C:15]12[CH2:16][CH2:17][C:18](=[O:21])[CH2:19][CH2:20]2.[O:26]=[CH:27][N:28]([CH3:29])[CH3:30]>>[O:11]1[CH2:12][CH2:13][O:14][C:15]12[CH2:16][CH2:17][C:18](=[O:21])[CH:19]([CH3:22])[CH2:20]2. The reactants are C(C)OC(=O)C1=CC=C2C(=C(N(C2=C1)CC1=NC=CC=C1)C(C)C)C(NCC1=CC(=C(C=C1)F)F)=O (ethyl3-(3,4-difluorobenzylcarbamoyl)-2-isopropyl-1-(pyridin-2-ylmethyl)-1 H-indole-6-carboxylate), C(C)OC(=O)C1=CC=C2C(=C(N(C2=C1)CC1=NC=CC=C1)C(C)C)C(NCC1=CC(=C(C=C1)F)F)=O (ethyl3-(3,4-difluorobenzylcarbamoyl)-2-isopropyl-1-(pyridin-2-ylmethyl)-1 H-indole-6-carboxylate), [OH-].[Na+] (NaOH), O (H2O). The solvent is CCO (EtOH). Reaction conditions: temperature 50 celsius, time 12 hour. The product is FC=1C=C(CNC(=O)C2=C(N(C3=CC(=CC=C23)C(=O)O)CC2=NC=CC=C2)C(C)C)C=CC1F (3-(3,4-Difluorobenzylcarbamoyl)-2-isopropyl-1-(pyridin-2-ylmethyl)-1H-indole-6-carboxylic Acid). RXN SMILES: C([O:3][C:4]([C:6]1[CH:14]=[C:13]2[C:9]([C:10]([C:25](=[O:36])[NH:26][CH2:27][C:28]3[CH:33]=[CH:32][C:31]([F:34])=[C:30]([F:35])[CH:29]=3)=[C:11]([CH:22]([CH3:24])[CH3:23])[N:12]2[CH2:15][C:16]2[CH:21]=[CH:20][CH:19]=[CH:18][N:17]=2)=[CH:8][CH:7]=1)=[O:5])C.[OH-].[Na+].O>CCO>[F:35][C:30]1[CH:29]=[C:28]([CH:33]=[CH:32][C:31]=1[F:34])[CH2:27][NH:26][C:25]([C:10]1[C:9]2[C:13](=[CH:14][C:6]([C:4]([OH:5])=[O:3])=[CH:7][CH:8]=2)[N:12]([CH2:15][C:16]2[CH:21]=[CH:20][CH:19]=[CH:18][N:17]=2)[C:11]=1[CH:22]([CH3:24])[CH3:23])=[O:36] |f:1.2|. Procedure: Following General Procedure F, ethyl3-(3,4-difluorobenzylcarbamoyl)-2-isopropyl-1-(pyridin-2-ylmethyl)-1 H-indole-6-carboxylate (Compound 45, 117 mg, 0.238 mmol) in EtOH (10 ml) was added NaOH (47 mg, 1.20 mmol) and H2O (1 ml). The reaction was stirred at 50° C. for 12 h, concentrated in vacuo to an oil then acidified to PH=5 with 10% HCl, diluted with EtOAc, washed organic with H2O, brine, dried over Na2SO4 and concentrated in vacuo to yield the title compound as a light yellow solid. The reactants are CC1(Cn2cc([N+](=O)[O-])nc2Cl)CO1, FC(F)(F)Oc1ccc(NC2CCNCC2)cc1, CN(C)C=O, O. The product is CC(O)(CN1CCC(Nc2ccc(OC(F)(F)F)cc2)CC1)Cn1cc([N+](=O)[O-])nc1Cl. RXN SMILES: [Cl:1][c:2]1[n:3]([CH2:10][C:11]2([CH3:14])[O:12][CH2:13]2)[cH:4][c:5]([N+:7](=[O:8])[O-:9])[n:6]1.[NH:15]1[CH2:16][CH2:17][CH:18]([NH:21][c:22]2[cH:23][cH:24][c:25]([O:28][C:29]([F:30])([F:31])[F:32])[cH:26][cH:27]2)[CH2:19][CH2:20]1.[O:34]=[CH:35][N:36]([CH3:37])[CH3:38].[OH2:33]>>[Cl:1][c:2]1[n:3]([CH2:10][C:11]([OH:12])([CH2:13][N:15]2[CH2:16][CH2:17][CH:18]([NH:21][c:22]3[cH:23][cH:24][c:25]([O:28][C:29]([F:30])([F:31])[F:32])[cH:26][cH:27]3)[CH2:19][CH2:20]2)[CH3:14])[cH:4][c:5]([N+:7](=[O:8])[O-:9])[n:6]1. Reactants: resultant mixture, suspension, OC1=CC(NC=C1)=O (4-hydroxy-2-pyridone), C(=O)(O)CN=C=O (carboxymethylisocyanate), O1CCOCC1 (dioxane). The product is C(=O)(OC)CNC(=O)N1C(C=C(C=C1)O)=O (1-(carbomethoxymethylcarbamoyl)-4-hydroxy-2-pyridone). The yield is 54.0%. As a reaction SMILES: [OH:1][C:2]1[CH:7]=[CH:6][NH:5][C:4](=[O:8])[CH:3]=1.[C:9]([CH2:12][N:13]=[C:14]=[O:15])([OH:11])=[O:10].O1CCOC[CH2:17]1>>[C:9]([CH2:12][NH:13][C:14]([N:5]1[CH:6]=[CH:7][C:2]([OH:1])=[CH:3][C:4]1=[O:8])=[O:15])([O:11][CH3:17])=[O:10]. Procedure details: To 50 ml of a suspension of 2.00 g of 4-hydroxy-2-pyridone in dioxane was added 2.49 g of carboxymethylisocyanate and the resultant mixture was refluxed at 80° C. for 2 hours. After completion of the reaction, the dioxane was distilled off and diethylether was added to the residue to produce 2.20 g of the title compound in the form of solid in a yield of 54%. Starting materials: C(C)(C)C=1N=C(SC1C(C=O)C)C1=CC=C(C=C1)C(F)(F)F (2-[4-Isopropyl-2-(4-trifluoromethyl-phenyl)-thiazol-5-yl]-propionaldehyde), [BH4-].[Na+] (Sodium borohydride). Solvent: C(C)O (ethanol). Conditions: temperature 0 celsius. Product: C(C)(C)C=1N=C(SC1C(CO)C)C1=CC=C(C=C1)C(F)(F)F (2-[4-Isopropyl-2-(4-trifluoromethyl-phenyl)-thiazol-5-yl]-propan-1-ol). The yield is 97.1%. RXN SMILES: [CH:1]([C:4]1[N:5]=[C:6]([C:13]2[CH:18]=[CH:17][C:16]([C:19]([F:22])([F:21])[F:20])=[CH:15][CH:14]=2)[S:7][C:8]=1[CH:9]([CH3:12])[CH:10]=[O:11])([CH3:3])[CH3:2].[BH4-].[Na+]>C(O)C>[CH:1]([C:4]1[N:5]=[C:6]([C:13]2[CH:14]=[CH:15][C:16]([C:19]([F:21])([F:22])[F:20])=[CH:17][CH:18]=2)[S:7][C:8]=1[CH:9]([CH3:12])[CH2:10][OH:11])([CH3:2])[CH3:3] |f:1.2|. Procedure details: 2-[4-Isopropyl-2-(4-trifluoromethyl-phenyl)-thiazol-5-yl]-propionaldehyde (4.05 g, 12.5 mmol) is dissolved into denatured ethanol (60 mL) at room temperature then cooled to 0° C. in an ice bath. Sodium borohydride (0.467 g, 12.5 mmol) is then carefully added in small portions. The reaction is allowed to warm slowly to room temperature and is monitored by TLC. Upon complete consumption of starting material, the reaction is carefully quenched with water and diluted with ethyl acetate. The ethanol ... The reactants are C1CCOC1, COC(=O)c1ccc(C(=O)c2cc3c(cc2C)C(C)(C)CCC3(C)C)cc1, CO, Cl, [Na+], [OH-]. Product: Cc1cc2c(cc1C(=O)c1ccc(C(=O)O)cc1)C(C)(C)CCC2(C)C. As a reaction SMILES: [CH2:31]1[O:32][CH2:33][CH2:34][CH2:35]1.[CH3:1][O:2][C:3]([c:4]1[cH:5][cH:6][c:7]([C:10](=[O:11])[c:12]2[cH:13][c:14]3[c:19]([cH:20][c:21]2[CH3:22])[C:18]([CH3:23])([CH3:24])[CH2:17][CH2:16][C:15]3([CH3:25])[CH3:26])[cH:8][cH:9]1)=[O:27].[CH3:36][OH:37].[ClH:30].[Na+:29].[OH-:28]>>[O:2]=[C:3]([c:4]1[cH:5][cH:6][c:7]([C:10](=[O:11])[c:12]2[cH:13][c:14]3[c:19]([cH:20][c:21]2[CH3:22])[C:18]([CH3:23])([CH3:24])[CH2:17][CH2:16][C:15]3([CH3:25])[CH3:26])[cH:8][cH:9]1)[OH:27]. Reactants: C(OC)(OC)=O (dimethyl carbonate), C(OC)(OC)=O (dimethyl carbonate), C1(=CC=CC=C1)O (phenol), BuSn(OH)--O, C(OC)(OC)=O (dimethyl carbonate), stainless steel. Run in CO (methanol). The product is C(OC)(OC)=O (dimethyl carbonate), C(OC)(OC1=CC=CC=C1)=O (methyl phenyl carbonate), C(OC1=CC=CC=C1)(OC1=CC=CC=C1)=O (diphenyl carbonate), C1(=CC=CC=C1)O (phenol). As a reaction SMILES: [C:1]1([OH:7])[CH:6]=[CH:5][CH:4]=[CH:3][CH:2]=1.[C:8](=[O:13])([O:11][CH3:12])[O:9][CH3:10]>CO>[C:8](=[O:13])([O:11][CH3:12])[O:9][CH3:10].[C:8](=[O:11])([O:7][C:1]1[CH:6]=[CH:5][CH:4]=[CH:3][CH:2]=1)[O:9][CH3:10].[C:8](=[O:13])([O:9][C:10]1[CH:5]=[CH:6][CH:1]=[CH:2][CH:3]=1)[O:7][C:1]1[CH:6]=[CH:5][CH:4]=[CH:3][CH:2]=1.[C:1]1([OH:7])[CH:6]=[CH:5][CH:4]=[CH:3][CH:2]=1. Reported procedure: A liquid mixture of 150 g/h of phenol and 0.5 mol % of poly[oxy(butylhydroxystannylene)](--BuSn(OH)--O]n), preheated to 160° C., was continuously metered at the head into a column 185 cm in length and 28 mm in diameter isothermically thermostatted to 180° C. and filled with V4A stainless steel wire mesh rings (3×3 mm). 150 g/h of gaseous dimethyl carbonate were supplied in counter-current to this liquid stream, which dimethyl carbonate had been vaporised in a separate apparatus and fed into the ... The reactants are COP(=O)(OC)C(=O)c1ccccc1, CCC(C)=O, [I-], [Na+]. The product is COP(=O)([O-])C(=O)c1ccccc1, [Na+]. Reaction SMILES: [C:1]([c:2]1[cH:3][cH:4][cH:5][cH:6][cH:7]1)(=[O:8])[P:9]([O:10][CH3:11])([O:12][CH3:13])=[O:14].[CH3:17][C:18]([CH2:19][CH3:20])=[O:21].[I-:16].[Na+:15]>>[C:1]([c:2]1[cH:3][cH:4][cH:5][cH:6][cH:7]1)(=[O:8])[P:9]([O:10][CH3:11])(=[O:12])[O-:14].[Na+:15]. The reactants are COC(=O)C1CC(O)C(=O)C2C1(C)CCC1C(=O)OC(c3ccoc3)CC12C, C[Si](C)(C)Cl, ClCCl, O=C=Nc1ccccc1. Product: COC(=O)C1CC(OC(=O)Nc2ccccc2)C(=O)C2C1(C)CCC1C(=O)OC(c3ccoc3)CC12C. Reaction SMILES: [CH3:1][O:2][C:3](=[O:4])[CH:5]1[C:6]2([CH3:28])[CH2:7][CH2:8][CH:9]3[C:10](=[O:27])[O:11][CH:12]([c:22]4[cH:23][o:24][cH:25][cH:26]4)[CH2:13][C:14]3([CH3:21])[CH:15]2[C:16](=[O:20])[CH:17]([OH:19])[CH2:18]1.[CH3:29][Si:30]([Cl:31])([CH3:32])[CH3:33].[Cl:43][CH2:44][Cl:45].[c:34]1([N:40]=[C:41]=[O:42])[cH:35][cH:36][cH:37][cH:38][cH:39]1>>[CH3:1][O:2][C:3](=[O:4])[CH:5]1[C:6]2([CH3:28])[CH2:7][CH2:8][CH:9]3[C:10](=[O:27])[O:11][CH:12]([c:22]4[cH:23][o:24][cH:25][cH:26]4)[CH2:13][C:14]3([CH3:21])[CH:15]2[C:16](=[O:20])[CH:17]([O:19][C:41]([NH:40][c:34]2[cH:35][cH:36][cH:37][cH:38][cH:39]2)=[O:42])[CH2:18]1. Reactants: COC(C1=CC(C(=O)OC)=CC(=C1)NC(CCCBr)=O)=O (5-(4-Bromo-butanoylamino)-isophthalic acid dimethyl ester), C1CCC2=NCCCN2CC1 (DBU). Yields the product COC(C1=CC(C(=O)OC)=CC(=C1)N1C(CCC1)=O)=O (5-(2-Oxo-pyrrolidin-1-yl)-isophthalic acid dimethyl ester). Yield: 35.0%. Reaction SMILES: [CH3:1][O:2][C:3](=[O:21])[C:4]1[CH:13]=[C:12]([NH:14][C:15](=[O:20])[CH2:16][CH2:17][CH2:18]Br)[CH:11]=[C:6]([C:7]([O:9][CH3:10])=[O:8])[CH:5]=1.C1CCN2C(=NCCC2)CC1>>[CH3:1][O:2][C:3](=[O:21])[C:4]1[CH:13]=[C:12]([N:14]2[CH2:18][CH2:17][CH2:16][C:15]2=[O:20])[CH:11]=[C:6]([C:7]([O:9][CH3:10])=[O:8])[CH:5]=1. Procedure details: 5-(4-Bromo-butanoylamino)-isophthalic acid dimethyl ester (D61) was treated with DBU as described in D57 to afford D62 as a white solid (35%).